Dataset: the Open Reaction Database (ORD), a public repository of structured organic reaction records. Task: describe an organic reaction: reactants, conditions, products, and yield The reactants are O=C1CCC(=O)N1Br, CN(C)C=O, O=[N+]([O-])c1ccc(-c2ccn[nH]2)cc1. Product: O=[N+]([O-])c1ccc(-c2n[nH]cc2Br)cc1. RXN SMILES: [Br:15][N:16]1[C:17](=[O:18])[CH2:19][CH2:20][C:21]1=[O:22].[CH3:23][N:24]([CH3:25])[CH:26]=[O:27].[N+:1](=[O:2])([O-:3])[c:4]1[cH:5][cH:6][c:7](-[c:10]2[cH:11][cH:12][n:13][nH:14]2)[cH:8][cH:9]1>>[N+:1](=[O:2])([O-:3])[c:4]1[cH:5][cH:6][c:7](-[c:10]2[c:11]([Br:15])[cH:12][nH:13][n:14]2)[cH:8][cH:9]1.